From a dataset of the Open Reaction Database (ORD), a public repository of structured organic reaction records. describe an organic reaction: reactants, conditions, products, and yield The reactants are [BH3-]C#N, CO, Nc1nc2ccccc2[nH]1, [Na+], O=Cc1ccc(CN(Cc2nc3ccccc3[nH]2)C2CCCc3cccnc32)cc1. Yields the product c1cnc2c(c1)CCCC2N(Cc1ccc(CNc2nc3ccccc3[nH]2)cc1)Cc1nc2ccccc2[nH]1. RXN SMILES: [C:41]([BH3-:42])#[N:43].[CH3:45][OH:46].[NH2:31][c:32]1[n:33][c:34]2[cH:35][cH:36][cH:37][cH:38][c:39]2[nH:40]1.[Na+:44].[nH:1]1[c:2]([CH2:10][N:11]([CH:12]2[CH2:13][CH2:14][CH2:15][c:16]3[cH:17][cH:18][cH:19][n:20][c:21]32)[CH2:22][c:23]2[cH:24][cH:25][c:26]([CH:27]=[O:28])[cH:29][cH:30]2)[n:3][c:4]2[c:5]1[cH:6][cH:7][cH:8][cH:9]2>>[n:1]1[c:2]([CH2:10][N:11]([CH:12]2[CH2:13][CH2:14][CH2:15][c:16]3[cH:17][cH:18][cH:19][n:20][c:21]32)[CH2:22][c:23]2[cH:24][cH:25][c:26]([CH2:27][NH:31][c:32]3[nH:33][c:34]4[cH:35][cH:36][cH:37][cH:38][c:39]4[n:40]3)[cH:29][cH:30]2)[nH:3][c:4]2[c:5]1[cH:6][cH:7][cH:8][cH:9]2.